describe an organic reaction: reactants, conditions, products, and yield From a dataset of the Open Reaction Database (ORD), a public repository of structured organic reaction records. The reactants are BrC1=CC=2N(C(C3=C(N2)CCCCC3)=O)C=C1 (3-bromo-7,8,9,10-tetrahydrocyclohepta[d]pyrido[1,2-a]pyrimidin-11(6H)-one), C1(=CC=CC=C1)C=1N=CNC1 (4-phenyl-1H-imidazole), C(=O)([O-])[O-].[Cs+].[Cs+] (Cs2CO3). The reagents and catalysts are [Cu]I (CuI). The solvent is CN(C)C=O (DMF), O (water). Product: C1(=CC=CC=C1)C=1N=CN(C1)C1=CC=2N(C(C3=C(N2)CCCCC3)=O)C=C1 (3-(4-phenyl-1H-imidazol-1-yl)-7,8,9,10-tetrahydrocyclohepta[d]pyrido[1,2-a]pyrimidin-11(6H)-one). Isolated yield 38.0%. RXN SMILES: Br[C:2]1[CH:17]=[CH:16][N:5]2[C:6](=[O:15])[C:7]3[CH2:14][CH2:13][CH2:12][CH2:11][CH2:10][C:8]=3[N:9]=[C:4]2[CH:3]=1.[C:18]1([C:24]2[N:25]=[CH:26][NH:27][CH:28]=2)[CH:23]=[CH:22][CH:21]=[CH:20][CH:19]=1.C([O-])([O-])=O.[Cs+].[Cs+]>CN(C=O)C.O.[Cu]I>[C:18]1([C:24]2[N:25]=[CH:26][N:27]([C:2]3[CH:17]=[CH:16][N:5]4[C:6](=[O:15])[C:7]5[CH2:14][CH2:13][CH2:12][CH2:11][CH2:10][C:8]=5[N:9]=[C:4]4[CH:3]=3)[CH:28]=2)[CH:19]=[CH:20][CH:21]=[CH:22][CH:23]=1 |f:2.3.4|. Reported procedure: A solution of 3-bromo-7,8,9,10-tetrahydrocyclohepta[d]pyrido[1,2-a]pyrimidin-11(6H)-one (50 mg, 0.17 mmol), 4-phenyl-1H-imidazole (37.4 mg, 0.26 mmol), CuI (8 mg, 0.04 mmol) and Cs2CO3 in DMF was stirred at 80° C. under nitrogen. The completion of the reaction was monitored by TLC. After the suspension was diluted with water (30 mL) and extracted with ethyl acetate (3×50 mL), the combined organic phases were concentrated to crude product and 23 mg desired product was obtained by column chromatog... Conditions: time 15 minute. As a reaction SMILES: C(N(CC(O)=O)CC(O)=O)CN(CC(O)=O)CC(O)=O.[Mg+2].[Cl-].[Cl-].[CH:24]1[N:25]=[C:26]([NH2:45])[C:27]2[N:32]=[CH:31][N:30]([C@@H:33]3[O:37][C@@H:36]4[CH2:38][O:39]P(O)([O:42][C@H:35]4[C@H:34]3[OH:44])=O)[C:28]=2[N:29]=1>C1N(CCO)CCN(CCS(O)(=O)=O)C1>[C@@H:33]1([N:30]2[C:28]3[NH:29][CH:24]=[N:25][C:26](=[NH:45])[C:27]=3[N:32]=[CH:31]2)[O:37][C@H:36]([CH2:38][OH:39])[C@@H:35]([OH:42])[C@H:34]1[OH:44] |f:1.2.3|. Reported procedure: PDE activity was determined in 50 mM HEPES, pH 7.5, 0.5 mM EDTA, 10 mM MgCl2, and 50 mg/ml BSA in a final assay volume of 100 μl. Each assay contained 50,000 cpm of 3H-labeled cAMP, with unlabeled cAMP added to adjust the desired total substrate concentration. Reactions were performed at 30° C. and were linear for at least 60 minutes. The standard reaction time was set to 15 minutes, and the amount of enzyme was always chosen so that no more than 15% of the substrate was hydrolyzed. Inhibitor st... Reactants: C(CN(CC(=O)O)CC(=O)O)N(CC(=O)O)CC(=O)O (EDTA), C=1N=C(C2=C(N1)N(C=N2)[C@H]3[C@@H]([C@H]4[C@H](O3)COP(=O)(O4)O)O)N (cAMP), [Mg+2].[Cl-].[Cl-] (MgCl2), C=1N=C(C2=C(N1)N(C=N2)[C@H]3[C@@H]([C@H]4[C@H](O3)COP(=O)(O4)O)O)N (cAMP). Run in C1CN(CCN1CCO)CCS(=O)(=O)O (HEPES). Yields the product [C@@H]1([C@H](O)[C@H](O)[C@@H](CO)O1)N1C=NC=2C(=N)N=CNC12 (3H-adenosine). The reactants are O=C(c1ccc(Br)cc1)N1CCC(O)C1, CI, CS(C)=O, [Na+], [Na+], [OH-], O=C([O-])O. Yields the product COC1CCN(C(=O)c2ccc(Br)cc2)C1. Reaction SMILES: [Br:3][c:4]1[cH:5][cH:6][c:7]([C:10](=[O:11])[N:12]2[CH2:13][CH:14]([OH:17])[CH2:15][CH2:16]2)[cH:8][cH:9]1.[CH3:18][I:19].[CH3:25][S:26](=[O:27])[CH3:28].[Na+:20].[Na+:2].[OH-:1].[OH:21][C:22](=[O:23])[O-:24]>>[Br:3][c:4]1[cH:5][cH:6][c:7]([C:10](=[O:11])[N:12]2[CH2:13][CH:14]([O:17][CH3:22])[CH2:15][CH2:16]2)[cH:8][cH:9]1. Reactants: CC(=O)OCCC(F)(F)CN1C(=O)c2ccccc2C1=O, C1CCOC1, CC(C)C[AlH]CC(C)C, CCOCC, [Cl-], [Mg+2], [NH4+], O=S(=O)([O-])[O-]. Yields the product O=C1c2ccccc2C(=O)N1CC(F)(F)CCO. RXN SMILES: [C:1](=[O:2])([CH3:3])[O:4][CH2:5][CH2:6][C:7]([CH2:8][N:9]1[C:10](=[O:19])[c:11]2[c:12]([cH:15][cH:16][cH:17][cH:18]2)[C:13]1=[O:14])([F:20])[F:21].[CH2:39]1[O:40][CH2:41][CH2:42][CH2:43]1.[CH3:22][CH:23]([CH2:24][AlH:25][CH2:26][CH:27]([CH3:28])[CH3:29])[CH3:30].[CH3:44][CH2:45][O:46][CH2:47][CH3:48].[Cl-:31].[Mg+2:33].[NH4+:32].[O-:34][S:35]([O-:36])(=[O:37])=[O:38]>>[OH:4][CH2:5][CH2:6][C:7]([CH2:8][N:9]1[C:10](=[O:19])[c:11]2[c:12]([cH:15][cH:16][cH:17][cH:18]2)[C:13]1=[O:14])([F:20])[F:21]. The reactants are COC1=NS(N=C1OC)=O (3,4-dimethoxy-1,2,5-thiadiazole 1-oxide), CN(C)CC1=CC=C(S1)CSCCN (2-[(5-dimethylaminomethyl-2-thienyl)methylthio]ethylamine), C(C)N (ethylamine). Yields the product CN(C)CC1=CC=C(S1)CSCCNC1=NS(N=C1NCC)=O (3-{2-[(5-Dimethylaminomethyl-2-thienyl)methylthio]ethylamino}-4-ethylamino-1,2,5-thiadiazole 1-oxide). RXN SMILES: CO[C:3]1[C:7](OC)=[N:6][S:5](=[O:10])[N:4]=1.[CH3:11][N:12]([CH2:14][C:15]1[S:19][C:18]([CH2:20][S:21][CH2:22][CH2:23][NH2:24])=[CH:17][CH:16]=1)[CH3:13].[CH2:25]([NH2:27])[CH3:26]>>[CH3:13][N:12]([CH2:14][C:15]1[S:19][C:18]([CH2:20][S:21][CH2:22][CH2:23][NH:24][C:3]2[C:7]([NH:27][CH2:25][CH3:26])=[N:6][S:5](=[O:10])[N:4]=2)=[CH:17][CH:16]=1)[CH3:11]. Procedure details: When a solution of 3,4-dimethoxy-1,2,5-thiadiazole 1-oxide [prepared in Example 4, Step A] is successively reacted with an equimolar amount of 2-[(5-dimethylaminomethyl-2-thienyl)methylthio]ethylamine and excess ethylamine according to the procedure described in Example 18, the title compound is thereby produced. Starting materials: CN(C)CCN(C)C (TMEDA), C(CCC)[Li] (n-butyl lithium), [OH-].[K+] (KOH), Cl (HCl), BrC1=C(C2=C(N1COC)C=C(S2)C(=O)OC)C2CCCCC2 (Methyl 5-bromo-6-cyclohexyl-4-(methoxymethyl)-4H-thieno[3,2-b]pyrrole-2-carboxylate), C(C1=CC=CC=C1)OC1=C(C=CC=C1)B(O)O (2-benzyloxyphenyl boronic acid), [NH4+].[Cl-] (NH4Cl), C(=O)([O-])[O-].[Na+].[Na+] (Na2CO3). Reagents/catalysts: Cl[Pd]([P](C1=CC=CC=C1)(C2=CC=CC=C2)C3=CC=CC=C3)([P](C4=CC=CC=C4)(C5=CC=CC=C5)C6=CC=CC=C6)Cl (Pd(PPh3)2Cl2). The solvent is C1CCOC1 (THF), CO.C1CCOC1 (MeOH THF), CN(C)C=O (DMF), O1CCOCC1 (dioxane). Reaction conditions: temperature 40 celsius, time 3 day. The product is C(C1=CC=CC=C1)OC1=C(C=CC=C1)C1=C(C2=C(N1COC)C(=C(S2)C(=O)OC)C=O)C2CCCCC2 (methyl 5-[2-(benzyloxy)phenyl]-6-cyclohexyl-3-formyl-4-(methoxymethyl)-4H-thieno[3,2-b]pyrrole-2-carboxylate). The yield is 28.0%. Reaction SMILES: Br[C:2]1[N:6]([CH2:7][O:8][CH3:9])[C:5]2[CH:10]=[C:11]([C:13]([O:15][CH3:16])=[O:14])[S:12][C:4]=2[C:3]=1[CH:17]1[CH2:22][CH2:21][CH2:20][CH2:19][CH2:18]1.[CH2:23]([O:30][C:31]1[CH:36]=[CH:35][CH:34]=[CH:33][C:32]=1B(O)O)[C:24]1[CH:29]=[CH:28][CH:27]=[CH:26][CH:25]=1.[C:40]([O-])([O-])=[O:41].[Na+].[Na+].[OH-].[K+].CN(CCN(C)C)C.C([Li])CCC.[NH4+].[Cl-].Cl>O1CCOCC1.CO.C1COCC1.C1COCC1.Cl[Pd](Cl)([P](C1C=CC=CC=1)(C1C=CC=CC=1)C1C=CC=CC=1)[P](C1C=CC=CC=1)(C1C=CC=CC=1)C1C=CC=CC=1.CN(C=O)C>[CH2:23]([O:30][C:31]1[CH:36]=[CH:35][CH:34]=[CH:33][C:32]=1[C:2]1[N:6]([CH2:7][O:8][CH3:9])[C:5]2[C:10]([CH:40]=[O:41])=[C:11]([C:13]([O:15][CH3:16])=[O:14])[S:12][C:4]=2[C:3]=1[CH:17]1[CH2:22][CH2:21][CH2:20][CH2:19][CH2:18]1)[C:24]1[CH:29]=[CH:28][CH:27]=[CH:26][CH:25]=1 |f:2.3.4,5.6,9.10,13.14,^1:84,103|. Reported procedure: Methyl 5-bromo-6-cyclohexyl-4-(methoxymethyl)-4H-thieno[3,2-b]pyrrole-2-carboxylate, 2-benzyloxyphenyl boronic acid (1.8 eq.) and Pd(PPh3)2Cl2 (0.3 eq.) were dissolved in dioxane (0.09M). 2M Na2CO3-solution (8.5 eq.) was added and after degassing the mixture was heated for 5 h to 110° C. All volatiles were evaporated i. vac. and the residual material was subjected to chromatography (PE:EtOAc, 4:1). The product fractions were evaporated and the sticky solid obtained was dissolved in MeOH/THF (1:1... Product: Cc1ccccc1C1=NC(C)(C)OC1c1ccc(N(C)C)cc1. Reactants: C1COCCO1, CN(C)c1ccc(C=O)cc1, Cc1ccccc1C1=NC1(C)C. RXN SMILES: [CH2:24]1[O:25][CH2:26][CH2:27][O:28][CH2:29]1.[CH3:13][N:14]([c:15]1[cH:16][cH:17][c:18]([CH:19]=[O:20])[cH:21][cH:22]1)[CH3:23].[CH3:1][C:2]1([CH3:12])[N:3]=[C:4]1[c:5]1[c:6]([CH3:11])[cH:7][cH:8][cH:9][cH:10]1>>[CH3:1][C:2]1([CH3:12])[N:3]=[C:4]([c:5]2[c:6]([CH3:11])[cH:7][cH:8][cH:9][cH:10]2)[CH:19]([c:18]2[cH:17][cH:16][c:15]([N:14]([CH3:13])[CH3:23])[cH:22][cH:21]2)[O:20]1. Starting materials: NC=1C=C(C(=CC1)NCCC)C=1OC2=C(N1)C=C(C=C2)OC (2-(3-amino-6-propylaminophenyl)-5-methoxybenzoxazole), C1=CC2=C(C=C1C(=O)O)C(=O)OC2=O (1,2,4-benzenetricarboxylic anhydride). Yields the product COC=1C=CC2=C(N=C(O2)C=2C=C(C=CC2NCCC)N2C(C3=CC=C(C=C3C2=O)C(=O)O)=O)C1 (2-[3-(5-Methoxybenzoxazol-2-yl)-4-propylaminophenyl]-1,3-dioxo-2,3-dihydro-1H-isoindole-5-carboxylic acid). RXN SMILES: [NH2:1][C:2]1[CH:3]=[C:4]([C:12]2[O:13][C:14]3[CH:20]=[CH:19][C:18]([O:21][CH3:22])=[CH:17][C:15]=3[N:16]=2)[C:5]([NH:8][CH2:9][CH2:10][CH3:11])=[CH:6][CH:7]=1.[CH:23]1[C:28]([C:29]([OH:31])=[O:30])=[CH:27][C:26]2[C:32]([O:34][C:35](=O)[C:25]=2[CH:24]=1)=[O:33]>>[CH3:22][O:21][C:18]1[CH:19]=[CH:20][C:14]2[O:13][C:12]([C:4]3[CH:3]=[C:2]([N:1]4[C:32](=[O:33])[C:26]5[C:25](=[CH:24][CH:23]=[C:28]([C:29]([OH:31])=[O:30])[CH:27]=5)[C:35]4=[O:34])[CH:7]=[CH:6][C:5]=3[NH:8][CH2:9][CH2:10][CH3:11])=[N:16][C:15]=2[CH:17]=1. Procedure: Prepared by the method of Example 15f), from 2-(3-amino-6-propylaminophenyl)-5-methoxybenzoxazole (74 mg, 0.25 mmol) and 1,2,4-benzenetricarboxylic anhydride (54 mg, 0.28 mmol) the title compound was obtained (68 mg, 58%). 1H NMR (DMSO) δ 8.46(t, 1H), 8.41(dd, 1H), 8.22(s, 1H), 8.07(m, 2H), 7.64(d, 1H), 7.45(dd, 1H), 7.37(d, 1H), 7.00(m, 2H), 3.84(s, 3H), 3.34(m, 2H), 1.75(m, 2H), 1.06(t, 3H). MS 470.1 m/z (M−H)−.